This data is from the Open Reaction Database (ORD), a public repository of structured organic reaction records. The task is: describe an organic reaction: reactants, conditions, products, and yield Starting materials: BrC1=CC=C(CNS(=O)(=O)C)C=C1 (N-(4-bromobenzyl)methanesulfonamide), ClC(C(=O)OCC)C (ethyl 2-chloropropionate), (2,2′-bipyridine)nickel(II)-dibromide, Cl (HCl). The reagents and catalysts are [Mn] (manganese), FC(C(=O)O)(F)F (Trifluoroacetic acid). Solvent: CN(C=O)C (dimethylformamide). Reaction conditions: temperature 60 celsius, time 36 hour. Product: CS(=O)(=O)NCC1=CC=C(C=C1)C(C(=O)OCC)C (ethyl 2-(4-(methylsulfonamidomethyl)phenyl)propanoate). Reaction SMILES: Br[C:2]1[CH:13]=[CH:12][C:5]([CH2:6][NH:7][S:8]([CH3:11])(=[O:10])=[O:9])=[CH:4][CH:3]=1.Cl[CH:15]([CH3:21])[C:16]([O:18][CH2:19][CH3:20])=[O:17].Cl>CN(C)C=O.FC(F)(F)C(O)=O.[Mn]>[CH3:11][S:8]([NH:7][CH2:6][C:5]1[CH:12]=[CH:13][C:2]([CH:15]([CH3:21])[C:16]([O:18][CH2:19][CH3:20])=[O:17])=[CH:3][CH:4]=1)(=[O:10])=[O:9]. Reported procedure: To a stirred solution of N-(4-bromobenzyl)methanesulfonamide (675 mg, 2.555 mmol) in dimethylformamide were added ethyl 2-chloropropionate (0.42 mL), manganese (280 mg) and (2,2′-bipyridine)nickel(II)-dibromide (67 mg, 0.17885 mmol). Trifluoroacetic acid (2 drops) was added. The reaction mixture was stirred for 36 h at 60° C. After cooling down to room temperature, the mixture was hydrolysed by 1N HCl and extracted with diethyl ether. The organic layer was dried over magnesium sulfate and filter... Starting materials: FC(C(=O)OC)(C(C)C)C1=NC(=CC(=N1)OC)OC (Methyl 2-fluoro-3-methyl-2-(4,6-dimethoxypyrimidin-2yl)butanoate), [OH-].[Na+] (sodium hydroxide). Solvent: CO (methanol). Yields the product FC(C(=O)O)(C(C)C)C1=NC(=CC(=N1)OC)OC (2-Fluoro-3-methyl-2(4,6-dimethoxypyrimidin-2-yl) butanoic acid). Yield: 91.7%. RXN SMILES: [F:1][C:2]([C:10]1[N:15]=[C:14]([O:16][CH3:17])[CH:13]=[C:12]([O:18][CH3:19])[N:11]=1)([CH:7]([CH3:9])[CH3:8])[C:3]([O:5]C)=[O:4].[OH-].[Na+]>CO>[F:1][C:2]([C:10]1[N:11]=[C:12]([O:18][CH3:19])[CH:13]=[C:14]([O:16][CH3:17])[N:15]=1)([CH:7]([CH3:9])[CH3:8])[C:3]([OH:5])=[O:4] |f:1.2|. Reported procedure: Methyl 2-fluoro-3-methyl-2-(4,6-dimethoxypyrimidin-2yl)butanoate (1.0 g) (see Example 9 below) was dissolved in methanol (7 ml), and was treated with 5N sodium hydroxide solution (1.5 ml) at 5°-10° C. The methanol was evaporated off, and the residue was treated with water, then made acid with 5N hydrochloric acid, saturated with sodium chloride, and extracted with ether. The ethereal solution was washed with saturated sodium chloride solution and dried over magnesium sulfate. The product obtaine... Starting materials: ClCCl, C(=NC1CCCCC1)=NC1CCCCC1, Cc1cc(C(C)C(=O)O)c(O)cc1-n1cccc1. The product is Cc1cc2c(cc1-n1cccc1)OC(=O)C2C. As a reaction SMILES: [CH2:34]([Cl:35])[Cl:36].[CH:1]1([N:2]=[C:3]=[N:4][CH:5]2[CH2:6][CH2:7][CH2:8][CH2:9][CH2:10]2)[CH2:11][CH2:12][CH2:13][CH2:14][CH2:15]1.[OH:16][c:17]1[c:18]([CH:29]([C:30](=[O:31])[OH:32])[CH3:33])[cH:19][c:20]([CH3:28])[c:21](-[n:23]2[cH:24][cH:25][cH:26][cH:27]2)[cH:22]1>>[c:17]12[c:18]([cH:19][c:20]([CH3:28])[c:21](-[n:23]3[cH:24][cH:25][cH:26][cH:27]3)[cH:22]1)[CH:29]([CH3:33])[C:30](=[O:32])[O:31]2. Reactants: C1CCOC1, CI, CNc1nc(C)c(C(C)=O)s1, CCOC(C)=O, [H-], [Na+]. The product is CC(=O)c1sc(N(C)C)nc1C. RXN SMILES: [CH2:16]1[O:17][CH2:18][CH2:19][CH2:20]1.[CH3:14][I:15].[CH3:1][c:2]1[n:3][c:4]([NH:10][CH3:11])[s:5][c:6]1[C:7]([CH3:8])=[O:9].[CH3:21][CH2:22][O:23][C:24]([CH3:25])=[O:26].[H-:13].[Na+:12]>>[CH3:1][c:2]1[n:3][c:4]([N:10]([CH3:11])[CH3:14])[s:5][c:6]1[C:7]([CH3:8])=[O:9]. Reaction SMILES: [CH3:18][N:19]([c:20]1[cH:21][cH:22][cH:23][cH:24][n:25]1)[CH3:26].[Cl:12][CH2:13][S:14](=[O:15])(=[O:16])[Cl:17].[Cl:27][CH2:28][Cl:29].[NH2:1][c:2]1[cH:3][cH:4][c:5]([F:6])[c:7]([N+:9]([O-:10])=[O:11])[cH:8]1.[cH:30]1[cH:31][cH:32][n:33][cH:34][cH:35]1>>[NH:1]([c:2]1[cH:3][cH:4][c:5]([F:6])[c:7]([N+:9]([O-:10])=[O:11])[cH:8]1)[S:14]([CH2:13][Cl:12])(=[O:15])=[O:16]. The product is O=[N+]([O-])c1cc(NS(=O)(=O)CCl)ccc1F. Reactants: CN(C)c1ccccn1, O=S(=O)(Cl)CCl, ClCCl, Nc1ccc(F)c([N+](=O)[O-])c1, c1ccncc1.